From a dataset of the Open Reaction Database (ORD), a public repository of structured organic reaction records. describe an organic reaction: reactants, conditions, products, and yield The reactants are Cc1cc(-c2cccc(C(=O)CC(=O)Nc3cc(C#N)c(N(C)C(C)C)cc3NC(=O)OC(C)(C)C)c2)on1, ClCCl, O=C(O)C(F)(F)F. Yields the product Cc1cc(-c2cccc(C3=Nc4cc(N(C)C(C)C)c(C#N)cc4NC(=O)C3)c2)on1. RXN SMILES: [C:1]([O:2][C:3](=[O:4])[NH:7][c:8]1[c:9]([NH:21][C:22]([CH2:23][C:24](=[O:5])[c:26]2[cH:27][c:28](-[c:32]3[cH:33][c:34]([CH3:37])[n:35][o:36]3)[cH:29][cH:30][cH:31]2)=[O:38])[cH:10][c:11]([C:19]#[N:20])[c:12]([N:14]([CH3:15])[CH:16]([CH3:17])[CH3:18])[cH:13]1)([CH3:6])([CH3:25])[CH3:39].[Cl:47][CH2:48][Cl:49].[F:40][C:41]([F:42])([F:43])[C:44]([OH:45])=[O:46]>>[N:7]1=[C:24]([c:26]2[cH:27][c:28](-[c:32]3[cH:33][c:34]([CH3:37])[n:35][o:36]3)[cH:29][cH:30][cH:31]2)[CH2:23][C:22](=[O:38])[NH:21][c:9]2[c:8]1[cH:13][c:12]([N:14]([CH3:15])[CH:16]([CH3:17])[CH3:18])[c:11]([C:19]#[N:20])[cH:10]2.